From a dataset of the Open Reaction Database (ORD), a public repository of structured organic reaction records. describe an organic reaction: reactants, conditions, products, and yield Starting materials: CNC1=CC=C(C=C1)C (N-methyl-p-toluidine), C1C(C)O1 (Propylene oxide). The solvent is CO (methanol). Yields the product CN(C1=CC=C(C=C1)C)CC(C)O (N-methyl-N-(2-hydroxypropyl)-p-toluidine). RXN SMILES: [CH3:1][NH:2][C:3]1[CH:8]=[CH:7][C:6]([CH3:9])=[CH:5][CH:4]=1.[CH2:10]1[O:13][CH:11]1[CH3:12]>CO>[CH3:1][N:2]([CH2:10][CH:11]([OH:13])[CH3:12])[C:3]1[CH:8]=[CH:7][C:6]([CH3:9])=[CH:5][CH:4]=1. Procedure: N-methyl-p-toluidine, 29.3 g, and methanol, 50 g, were placed in a reactor. Propylene oxide, 25.4 g, was slowly added to the reactor over two hours. Afterwards, the reactor was heated under reflux for 6 hours. The low boilers were removed by distillation. Then, the mixture was vacuum distilled to give 2HPMT. The boiling point is 92° C. at 5 mm Hg.